From a dataset of the Open Reaction Database (ORD), a public repository of structured organic reaction records. describe an organic reaction: reactants, conditions, products, and yield Starting materials: CC(=O)OC(C)=O, O=CO, ClCCl, Cc1cc(CC(OC(=O)N2CCC(N3CCc4ccccc4NC3=O)CC2)C(=O)N2CCC(N3CCOCC3)CC2)cc(C)c1O. Product: Cc1cc(CC(OC(=O)N2CCC(N3CCc4ccccc4NC3=O)CC2)C(=O)N2CCC(N3CCOCC3)CC2)cc(C)c1OC=O. Reaction SMILES: [CH3:1][C:2](=[O:3])[O:4][C:5](=[O:6])[CH3:7].[CH:8]([OH:9])=[O:10].[Cl:57][CH2:58][Cl:59].[O:11]=[C:12]1[NH:13][c:14]2[c:15]([cH:53][cH:54][cH:55][cH:56]2)[CH2:16][CH2:17][N:18]1[CH:19]1[CH2:20][CH2:21][N:22]([C:25](=[O:26])[O:27][CH:28]([C:29](=[O:30])[N:31]2[CH2:32][CH2:33][CH:34]([N:37]3[CH2:38][CH2:39][O:40][CH2:41][CH2:42]3)[CH2:35][CH2:36]2)[CH2:43][c:44]2[cH:45][c:46]([CH3:52])[c:47]([OH:51])[c:48]([CH3:50])[cH:49]2)[CH2:23][CH2:24]1>>[CH:2](=[O:3])[O:51][c:47]1[c:46]([CH3:52])[cH:45][c:44]([CH2:43][CH:28]([O:27][C:25]([N:22]2[CH2:21][CH2:20][CH:19]([N:18]3[C:12](=[O:11])[NH:13][c:14]4[c:15]([cH:53][cH:54][cH:55][cH:56]4)[CH2:16][CH2:17]3)[CH2:24][CH2:23]2)=[O:26])[C:29](=[O:30])[N:31]2[CH2:32][CH2:33][CH:34]([N:37]3[CH2:38][CH2:39][O:40][CH2:41][CH2:42]3)[CH2:35][CH2:36]2)[cH:49][c:48]1[CH3:50]. The reactants are CN(C)C=O, [Cl-], COc1c(Cl)cc(C(=O)N2CS(=O)(=O)c3ccccc32)cc1S(C)(=O)=O, Cl, [Li+]. Yields the product CS(=O)(=O)c1cc(C(=O)N2CS(=O)(=O)c3ccccc32)cc(Cl)c1O. As a reaction SMILES: [CH3:30][N:31]([CH3:32])[CH:33]=[O:34].[Cl-:28].[Cl:1][c:2]1[cH:3][c:4]([C:5](=[O:6])[N:7]2[CH2:8][S:9](=[O:16])(=[O:17])[c:10]3[c:11]2[cH:12][cH:13][cH:14][cH:15]3)[cH:18][c:19]([S:23](=[O:24])(=[O:25])[CH3:26])[c:20]1[O:21][CH3:22].[ClH:29].[Li+:27]>>[Cl:1][c:2]1[cH:3][c:4]([C:5](=[O:6])[N:7]2[CH2:8][S:9](=[O:16])(=[O:17])[c:10]3[c:11]2[cH:12][cH:13][cH:14][cH:15]3)[cH:18][c:19]([S:23](=[O:24])(=[O:25])[CH3:26])[c:20]1[OH:21]. Reactants: CC1=NC(=CC(=C1)NC(=O)NCCN1CCC(CC1)NC)C (1-(2,6-dimethyl-pyridin-4-yl)-3-[2-(4-methylamino-piperidin-1-yl)-ethyl]-urea), TEA, ClC=1C=C(C=CC1Cl)CC(=O)Cl ((3,4-dichloro-phenyl)-acetyl chloride). Run in C(Cl)Cl (CH2Cl2), C(Cl)Cl (CH2Cl2). Run at time 15 hour. Product: ClC=1C=C(C=CC1Cl)CC(=O)N(C)C1CCN(CC1)CCNC(=O)NC1=CC(=NC(=C1)C)C (2-(3,4-Dichloro-phenyl)-N-(1-{2-[3-(2,6-dimethyl-pyridin-4-yl)-ureido]-ethyl}-piperidin-4-yl)-N-methyl-acetamide). As a reaction SMILES: [CH3:1][C:2]1[CH:7]=[C:6]([NH:8][C:9]([NH:11][CH2:12][CH2:13][N:14]2[CH2:19][CH2:18][CH:17]([NH:20][CH3:21])[CH2:16][CH2:15]2)=[O:10])[CH:5]=[C:4]([CH3:22])[N:3]=1.[Cl:23][C:24]1[CH:25]=[C:26]([CH2:31][C:32](Cl)=[O:33])[CH:27]=[CH:28][C:29]=1[Cl:30]>C(Cl)Cl>[Cl:23][C:24]1[CH:25]=[C:26]([CH2:31][C:32]([N:20]([CH:17]2[CH2:16][CH2:15][N:14]([CH2:13][CH2:12][NH:11][C:9]([NH:8][C:6]3[CH:5]=[C:4]([CH3:22])[N:3]=[C:2]([CH3:1])[CH:7]=3)=[O:10])[CH2:19][CH2:18]2)[CH3:21])=[O:33])[CH:27]=[CH:28][C:29]=1[Cl:30]. Procedure details: To a cooled (0° C.) mixture of 1-(2,6-dimethyl-pyridin-4-yl)-3-[2-(4-methylamino-piperidin-1-yl)-ethyl]-urea (Example E1., 0.3 mmol) and TEA (0.5 mL, 0.35 mmol) in CH2Cl2 (2 mL) is added a solution of (3,4-dichloro-phenyl)-acetyl chloride (67.0 mg, 0.3 mmol) in CH2Cl2 (1 mL). The mixture is stirred at r.t. for 15 h and evaporated. the residue is purified by HPLC to provide the title compound. Starting materials: CI (methyl iodide), C([O-])([O-])=O.[K+].[K+] (potassium carbonate), O(C1=CC=CC=C1)C1=CC=C(C=C1)S(=O)(=O)NC(CO)CO (N-(4-phenoxybenzenesulfonyl)serinol), O(C1=CC=CC=C1)C1=CC=C(C=C1)S(=O)(=O)NC(CO)CO (N-(4-Phenoxybenzenesulfonyl)serinol), CI (methyl iodide). Solvent: CN(C=O)C (N,N-dimethylformamide). Reaction conditions: time 2 hour. The product is CN(C(CO)CO)S(=O)(=O)C1=CC=C(C=C1)OC1=CC=CC=C1 (N-Methyl-N-(4-phenoxybenzenesulfonyl)serinol). Yield: 75.1%. Reaction SMILES: [C:1](=O)([O-])[O-].[K+].[K+].[O:7]([C:14]1[CH:19]=[CH:18][C:17]([S:20]([NH:23][CH:24]([CH2:27][OH:28])[CH2:25][OH:26])(=[O:22])=[O:21])=[CH:16][CH:15]=1)[C:8]1[CH:13]=[CH:12][CH:11]=[CH:10][CH:9]=1.CI>CN(C)C=O>[CH3:1][N:23]([S:20]([C:17]1[CH:18]=[CH:19][C:14]([O:7][C:8]2[CH:13]=[CH:12][CH:11]=[CH:10][CH:9]=2)=[CH:15][CH:16]=1)(=[O:22])=[O:21])[CH:24]([CH2:25][OH:26])[CH2:27][OH:28] |f:0.1.2|. Reported procedure: After potassium carbonate (45.39 g, 328.4 mmol) was added to a solution of N-(4-phenoxybenzenesulfonyl)serinol (10.62 g, 32.84 mmol), the product of (1) above, in N,N-dimethylformamide (250 ml), methyl iodide (5.12 g, 36.12 mmol) was added dropwise to the mixture. After stirring it at room temperature for 2 hours, the same amount of methyl iodide was further added to this mixture and stirred for 1 hour. The solvent of the reaction mixture was evaporated under reduced pressure, ice-water was adde... As a reaction SMILES: [F:1][C:2]1[CH:7]=[CH:6][C:5]([C:8]([F:11])([F:10])[F:9])=[CH:4][C:3]=1[S:12](Cl)(=[O:14])=[O:13].[NH2:16][C:17]1[CH:22]=[CH:21][C:20]([C:23]2[C:31]3[C:26](=[CH:27][CH:28]=[CH:29][CH:30]=3)[NH:25][C:24]=2[C:32]([NH2:34])=[O:33])=[CH:19][CH:18]=1>N1C=CC=CC=1>[F:1][C:2]1[CH:7]=[CH:6][C:5]([C:8]([F:11])([F:10])[F:9])=[CH:4][C:3]=1[S:12]([NH:16][C:17]1[CH:18]=[CH:19][C:20]([C:23]2[C:31]3[C:26](=[CH:27][CH:28]=[CH:29][CH:30]=3)[NH:25][C:24]=2[C:32]([NH2:34])=[O:33])=[CH:21][CH:22]=1)(=[O:14])=[O:13]. The solvent is N1=CC=CC=C1 (pyridine), N1=CC=CC=C1 (pyridine). The reactants are ice, FC1=C(C=C(C=C1)C(F)(F)F)S(=O)(=O)Cl (2-fluoro-5-trifluoromethylphenylsulfonyl chloride), NC1=CC=C(C=C1)C1=C(NC2=CC=CC=C12)C(=O)N (3-(4-aminophenyl)-1H-indole-2-carboxamide). The product is FC1=C(C=C(C=C1)C(F)(F)F)S(=O)(=O)NC1=CC=C(C=C1)C1=C(NC2=CC=CC=C12)C(=O)N (3-[4-(2-Fluoro-5-trifluoromethylbenzenesulfonylamino)phenyl]-1H-indole-2-carboxamide). Procedure: 162 mg of 2-fluoro-5-trifluoromethylphenylsulfonyl chloride in 6 ml of pyridine are added dropwise to a solution of 100 mg of 3-(4-aminophenyl)-1H-indole-2-carboxamide (example 1) in 12 ml of pyridine at 0° C. The mixture is stirred at ambient temperature for 6 hours and then poured into 50 ml of ice-cold water, and the precipitate formed is filtered off. After purification by flash chromatography on a silica column, elution being carried out with a mixture of cyclohexane and ethyl acetate (20/8... Reaction conditions: time 6 hour. Reactants: C(C)(=O)OC1=C(C=C(C=CC(=O)O)C=C1)OC (4-acetoxy-3-methoxycinnamic acid), C([O-])([O-])=O.[K+].[K+] (potassium carbonate), P(=O)(OCC)(OCC)Cl (diethyl chlorophosphate), CN(CCN[C@@H]1CC[C@H](CC1)C)C (N-(2-dimethylaminoethyl)-trans-4-methylcyclohexylamine). Reagents/catalysts: CN(C1=CC=NC=C1)C (4-dimethylaminopyridine). Run in C(C)N(CC)CC (triethylamine), C(Cl)Cl (methylene chloride), CO (methanol). Yields the product CN(CCN(C(C=CC1=CC(=C(C=C1)O)OC)=O)[C@@H]1CC[C@H](CC1)C)C (N-(2-dimethylaminoethyl)-N-(trans-4-methylcyclohexyl)-4-hydroxy-3-methoxycinnamamide). Reaction SMILES: C([O:4][C:5]1[CH:15]=[CH:14][C:8]([CH:9]=[CH:10][C:11]([OH:13])=O)=[CH:7][C:6]=1[O:16][CH3:17])(=O)C.P(Cl)(OCC)(OCC)=O.[CH3:27][N:28]([CH3:39])[CH2:29][CH2:30][NH:31][C@H:32]1[CH2:37][CH2:36][C@H:35]([CH3:38])[CH2:34][CH2:33]1.C(=O)([O-])[O-].[K+].[K+]>CN(C)C1C=CN=CC=1.CO.C(Cl)Cl.C(N(CC)CC)C>[CH3:27][N:28]([CH3:39])[CH2:29][CH2:30][N:31]([C@H:32]1[CH2:33][CH2:34][C@H:35]([CH3:38])[CH2:36][CH2:37]1)[C:11](=[O:13])[CH:10]=[CH:9][C:8]1[CH:14]=[CH:15][C:5]([OH:4])=[C:6]([O:16][CH3:17])[CH:7]=1 |f:3.4.5|. Reported procedure: Using 2.5 g of 4-acetoxy-3-methoxycinnamic acid, 2.8 ml of diethyl chlorophosphate, 2.7 ml of triethylamine, 100 ml of methylene chloride, 3 ml of N-(2-dimethylaminoethyl)-trans-4-methylcyclohexylamine (Example 78), 0.5 g of 4-dimethylaminopyridine, 100 ml of methanol, and 3 g of potassium carbonate, a reaction similar to that conducted in Example 73 was carried out. As a result, 1.8 g of N-(2-dimethylaminoethyl)-N-(trans-4-methylcyclohexyl)-4-hydroxy-3-methoxycinnamamide (a compound of the pres... The reactants are [Si](C)(C)(C(C)(C)C)O[C@@H]1CN(C[C@H]1C1(CC1)C(=O)OCC)[C@@H](C)C1=CC=CC=C1 (3-(S)-Tert-butyldimethylsilyloxy-4-(R)-(1-ethoxycarbonylcyclopropyl)-1-[1-(S)-phenylethyl]pyrrolidine), ClC(=O)OCC1=CC=CC=C1 (benzyl chloroformate). Yields the product C(C1=CC=CC=C1)OC(=O)N1C[C@H]([C@@H](C1)C1(CC1)C(=O)OCC)O[Si](C)(C)C(C)(C)C (1-Benzyloxycarbonyl-3-(S)-tert-butyldimethylsilyloxy-4-(R)-(1-ethoxycarbonylcyclopropyl)pyrrolidine). As a reaction SMILES: [Si:1]([O:8][C@H:9]1[C@H:13]([C:14]2([C:17]([O:19][CH2:20][CH3:21])=[O:18])[CH2:16][CH2:15]2)[CH2:12][N:11]([C@H](C2C=CC=CC=2)C)[CH2:10]1)([C:4]([CH3:7])([CH3:6])[CH3:5])([CH3:3])[CH3:2].Cl[C:31]([O:33][CH2:34][C:35]1[CH:40]=[CH:39][CH:38]=[CH:37][CH:36]=1)=[O:32]>>[CH2:34]([O:33][C:31]([N:11]1[CH2:12][C@@H:13]([C:14]2([C:17]([O:19][CH2:20][CH3:21])=[O:18])[CH2:16][CH2:15]2)[C@H:9]([O:8][Si:1]([C:4]([CH3:5])([CH3:7])[CH3:6])([CH3:3])[CH3:2])[CH2:10]1)=[O:32])[C:35]1[CH:40]=[CH:39][CH:38]=[CH:37][CH:36]=1. Procedure details: 3-(S)-Tert-butyldimethylsilyloxy-4-(R)-(1-ethoxycarbonylcyclopropyl)-1-[1-(S)-phenylethyl]pyrrolidine (5.48 g, 13.15 mnmol) was dissolved in dry dichloroinethane (120 ml), and benzyl chloroformate (3.76 ml, 26.3 mmol) was added dropwise to the thus prepared solution which was cooled in an ice bath. After heating the reaction solution under reflux for 2 hours, dichloroinethane was evaporated under reduced pressure. Thereafter, the resulting residue was subjected to flash silica gel chromatography... The reactants are C(C)(=O)OCC(CCOC(C)=O)COC(C1=CC=CC=C1)(C1=CC=CC=C1)C1=CC=CC=C1 (2-Trityloxymethyl-1,4-butanediol diacetate), O (water). Solvent: C(C)(=O)O (acetic acid). Run at temperature 0 celsius, time 15 minute. The product is C(C1=CC=CC=C1)(C1=CC=CC=C1)(C1=CC=CC=C1)O (tritylalcohol). Isolated yield 74.7%. Reaction SMILES: C(OCC(C[O:14][C:15]([C:28]1[CH:33]=[CH:32][CH:31]=[CH:30][CH:29]=1)([C:22]1[CH:27]=[CH:26][CH:25]=[CH:24][CH:23]=1)[C:16]1[CH:21]=[CH:20][CH:19]=[CH:18][CH:17]=1)CCOC(=O)C)(=O)C.O>C(O)(=O)C>[C:15]([OH:14])([C:22]1[CH:23]=[CH:24][CH:25]=[CH:26][CH:27]=1)([C:28]1[CH:33]=[CH:32][CH:31]=[CH:30][CH:29]=1)[C:16]1[CH:17]=[CH:18][CH:19]=[CH:20][CH:21]=1. Procedure: 2-Trityloxymethyl-1,4-butanediol diacetate (60.90 g, 0.136 mol) was dissolved in acetic acid (320 ml) at 100° C. and water, (80 ml) was added. The solution was kept at 100° C. for 15 min, evaporated in vacuum to small volume and cooled to 0° C. The precipitate was filtered off and washed with cold ethyl acetate to give 26.44 g (theory 35.51 g) of tritylalcohol. The combined filtrate was evaporated to small volume. The compound was purified on a silica gel column (500 g SiO2); eluent 0-2700 ml et...